From a dataset of the Open Reaction Database (ORD), a public repository of structured organic reaction records. describe an organic reaction: reactants, conditions, products, and yield Reactants: C(CCCCCCCCCCCCC)OC1=CC=C(C=C1)[N+](=O)[O-] (4-Nitrophenyl tetradecyl ether). Isolated yield 94.1%. Reaction SMILES: [CH2:1]([O:15][C:16]1[CH:21]=[CH:20][C:19]([N+:22]([O-])=O)=[CH:18][CH:17]=1)[CH2:2][CH2:3][CH2:4][CH2:5][CH2:6][CH2:7][CH2:8][CH2:9][CH2:10][CH2:11][CH2:12][CH2:13][CH3:14]>C(O)C.C(OCC)(=O)C.[Pd]>[CH2:1]([O:15][C:16]1[CH:21]=[CH:20][C:19]([NH2:22])=[CH:18][CH:17]=1)[CH2:2][CH2:3][CH2:4][CH2:5][CH2:6][CH2:7][CH2:8][CH2:9][CH2:10][CH2:11][CH2:12][CH2:13][CH3:14]. The solvent is C(C)O (ethyl alcohol), C(C)(=O)OCC (ethyl acetate). Product: C(CCCCCCCCCCCCC)OC1=CC=C(N)C=C1 (4-(Tetradecyloxy)aniline). Reported procedure: A solution of 30 g of product from Example 81 in 150 ml of ethyl alcohol and 20 ml of ethyl acetate is treated with 2 g of 10% palladium/carbon in a Parr Hydrogenator for 18 hours. The reaction solution is filtered and concentrated in vacuo. The residue is recrystallized from hexane to give 25.7 g of the desired product as a white solid. Reagents/catalysts: [Pd] (palladium/carbon). The reactants are C(CCC)C/1=CN(S\C1=N/C(=O)C=1C=C(C=CC1OC)NC(OC(C)(C)C)=O)C(C)(C)C (tert-butyl (3-{[(5Z)-4-butyl-2-tert-butylisothiazol-5(2H)-ylidene]carbamoyl}-4-methoxyphenyl)carbamate), C(=O)(C(F)(F)F)O (TFA). The product is NC=1C=CC(=C(C(=O)\N=C/2\C(=CN(S2)C(C)(C)C)CCCC)C1)OC (5-amino-N-[(5Z)-4-butyl-2-tert-butylisothiazol-5(2H)-ylidene]-2-methoxybenzamide). Yield: 94.1%. RXN SMILES: [CH2:1]([C:5]1=[CH:6][N:7]([C:29]([CH3:32])([CH3:31])[CH3:30])[S:8]/[C:9]/1=[N:10]\[C:11]([C:13]1[CH:14]=[C:15]([NH:21]C(=O)OC(C)(C)C)[CH:16]=[CH:17][C:18]=1[O:19][CH3:20])=[O:12])[CH2:2][CH2:3][CH3:4].C(O)(C(F)(F)F)=O>>[NH2:21][C:15]1[CH:16]=[CH:17][C:18]([O:19][CH3:20])=[C:13]([CH:14]=1)[C:11](/[N:10]=[C:9]1/[C:5]([CH2:1][CH2:2][CH2:3][CH3:4])=[CH:6][N:7]([C:29]([CH3:31])([CH3:32])[CH3:30])[S:8]/1)=[O:12]. Procedure details: The product from Example 55A (71 mg, 0.15 mmol) was treated with TFA (1 mL) at rt for 10 min, solvent removed and the mixture treated with saturated aqueous NaHCO3, and extracted with EtOAc (2×). The organic layer was dried over MgSO4, filtered and concentrated. The residue was purified by column chromatography using an Analogix® Intelliflash280™ (SiO2, 0-50% Hexane in ethyl acetate) to afford 51 mg (92%) of the title compound. 1H NMR (500 MHz, CDCl3) δ ppm 0.97 (t, J=7.32 Hz, 3H) 1.36-1.47 (m, ... Starting materials: N1(C=NC=C1)C(CCN)C (3-(1H-imidazol-1-yl)butanamine), mercuric acetate, C(C1=CC=CC=C1)C=1C=2C3=C(C(=NC3=CC1)S)C=CC2 (6-benzylbenz(cd)indol-2-thiol), P12(=S)SP3(=S)SP(=S)(S1)SP(=S)(S2)S3 (P2S5), N1=CC=CC=C1 (pyridine). Run in C(C)O (ethanol). Yields the product C(C1=CC=CC=C1)C=1C=2C3=C(C(=NC3=CC1)NCCC(C)N1C=NC=C1)C=CC2 (6-Benzyl-N-(3-(1H-imidazol-1-yl)butyl)benz(cd)indol-2-amine). Reaction SMILES: [CH2:1]([C:8]1[C:9]2[C:10]3[C:14](=[CH:15][CH:16]=1)[N:13]=[C:12](S)[C:11]=3[CH:18]=[CH:19][CH:20]=2)[C:2]1[CH:7]=[CH:6][CH:5]=[CH:4][CH:3]=1.P12(SP3(SP(SP(S3)(S1)=S)(=S)S2)=S)=S.N1C=CC=CC=1.[N:41]1([CH:46]([CH3:50])[CH2:47][CH2:48][NH2:49])[CH:45]=[CH:44][N:43]=[CH:42]1>C(O)C>[CH2:1]([C:8]1[C:9]2[C:10]3[C:14](=[CH:15][CH:16]=1)[N:13]=[C:12]([NH:49][CH2:48][CH2:47][CH:46]([N:41]1[CH:45]=[CH:44][N:43]=[CH:42]1)[CH3:50])[C:11]=3[CH:18]=[CH:19][CH:20]=2)[C:2]1[CH:7]=[CH:6][CH:5]=[CH:4][CH:3]=1. Procedure details: The Wolff-Kishner-Huang Minlon reductive procedure is applied to 6-benzoylbenz(cd)indol-2-one to yield 6-benzylbenz(cd)indol-2(1H)-one which is converted to 6-benzylbenz(cd)indol-2-thiol by P2S5 in refluxing pyridine. The reaction of the latter compound with 3-(1H-imidazol-1-yl)butanamine and mercuric acetate in refluxing ethanol, under the conditions of Example 55, leads to the title compound. The solvent is ClCCl (dichloromethane), ClCCl (dichloromethane), C(C)OCC (diethyl ether). The reactants are propanephosphonic anhydride, [N+](=O)([O-])C=1C=C(C=CC1)SC1=NC(=CN=C1)C(=O)O (2-(3-nitrophenylthio)-6-pyrazinecarboxylic acid), FC1=C(N)C=CC(=C1)F (2,4-difluoroaniline), CN1CCOCC1 (4-methylmorpholine). Yields the product FC1=C(C=CC(=C1)F)NC(=O)C1=CN=CC(=N1)SC1=CC(=CC=C1)[N+](=O)[O-] (N-(2,4-difluorophenyl)-2-(3-nitrophenylthio)-6-pyrazinecarboxamide). Run at time 12 hour. Procedure: 7 g (11 mmol) of a 50% strength solution of propanephosphonic anhydride in dichloromethane are added to a solution of 2.8 g (10 mmol) of 2-(3-nitrophenylthio)-6-pyrazinecarboxylic acid, 3.2 g (25 mmol) of 2,4-difluoroaniline and 3 g (30 mmol) of 4-methylmorpholine in dichloromethane at 0° C. The reaction mixture is heated to room temperature. After 12 hours, the solvent is istilled off under reduced pressure. The residue is taken up in diethyl ether and the solution is extracted with 10% strengt... Reaction SMILES: [N+:1]([C:4]1[CH:5]=[C:6]([S:10][C:11]2[CH:16]=[N:15][CH:14]=[C:13]([C:17]([OH:19])=O)[N:12]=2)[CH:7]=[CH:8][CH:9]=1)([O-:3])=[O:2].[F:20][C:21]1[CH:27]=[C:26]([F:28])[CH:25]=[CH:24][C:22]=1[NH2:23].CN1CCOCC1>ClCCl.C(OCC)C>[F:20][C:21]1[CH:27]=[C:26]([F:28])[CH:25]=[CH:24][C:22]=1[NH:23][C:17]([C:13]1[N:12]=[C:11]([S:10][C:6]2[CH:7]=[CH:8][CH:9]=[C:4]([N+:1]([O-:3])=[O:2])[CH:5]=2)[CH:16]=[N:15][CH:14]=1)=[O:19]. The product is CS(=O)(=O)c1ccc(Oc2cc(Cl)cc(CC(=O)O)c2)c(F)c1. Reaction SMILES: [CH3:1][S:2](=[O:3])(=[O:4])[c:5]1[cH:6][c:7]([F:12])[c:8]([F:11])[cH:9][cH:10]1.[Cl:13][c:14]1[cH:15][c:16]([CH2:21][C:22](=[O:23])[OH:24])[cH:17][c:18]([OH:20])[cH:19]1>>[CH3:1][S:2](=[O:3])(=[O:4])[c:5]1[cH:6][c:7]([F:12])[c:8]([O:20][c:18]2[cH:17][c:16]([CH2:21][C:22](=[O:23])[OH:24])[cH:15][c:14]([Cl:13])[cH:19]2)[cH:9][cH:10]1. The reactants are CS(=O)(=O)c1ccc(F)c(F)c1, O=C(O)Cc1cc(O)cc(Cl)c1. Reactants: [N+](=O)([O-])C1=CC=C(OC(=O)OC=2C=NC=C(C(=O)OC)C2)C=C1 (Methyl 5-{[(4-nitrophenoxy)carbonyl]oxy}nicotinate), C(C)#N (acetonitrile), Cl.N1CCC(CC1)CCC=1C=C(C=CC1)NC(=O)N (1-{3-[2-(4-piperidinyl)ethyl]phenyl}urea hydrochloride), TEA. Run in CCOC(=O)C (EtOAc). Run at time 8 hour. The product is NC(=O)NC=1C=C(C=CC1)CCC1CCN(CC1)C(=O)OC=1C=NC=C(C(=O)OC)C1 (methyl 5-({[4-(2-{3-[(aminocarbonyl)amino]phenyl}ethyl)-1-piperidyl]carbonyl}oxy)nicotinate). The yield is 65.8%. As a reaction SMILES: [N+](C1C=CC(O[C:9]([O:11][C:12]2[CH:13]=[N:14][CH:15]=[C:16]([CH:21]=2)[C:17]([O:19][CH3:20])=[O:18])=[O:10])=CC=1)([O-])=O.C(#N)C.Cl.[NH:28]1[CH2:33][CH2:32][CH:31]([CH2:34][CH2:35][C:36]2[CH:37]=[C:38]([NH:42][C:43]([NH2:45])=[O:44])[CH:39]=[CH:40][CH:41]=2)[CH2:30][CH2:29]1>CCOC(C)=O>[NH2:45][C:43]([NH:42][C:38]1[CH:37]=[C:36]([CH2:35][CH2:34][CH:31]2[CH2:32][CH2:33][N:28]([C:9]([O:11][C:12]3[CH:13]=[N:14][CH:15]=[C:16]([CH:21]=3)[C:17]([O:19][CH3:20])=[O:18])=[O:10])[CH2:29][CH2:30]2)[CH:41]=[CH:40][CH:39]=1)=[O:44] |f:2.3|. Reported procedure: Methyl 5-{[(4-nitrophenoxy)carbonyl]oxy}nicotinate (228 mg) was added to an acetonitrile (5 ml) solution of 1-{3-[2-(4-piperidinyl)ethyl]phenyl}urea hydrochloride (185 mg) and TEA (0.2 ml), followed by stirring overnight at room temperature. The reaction liquid was diluted with EtOAc, washed with aqueous saturated sodium hydrogencarbonate solution and saturated brine in that order, and dried over anhydrous magnesium sulfate. The solvent was evaporated, and the resulting residue was purified by s...